From a dataset of the Open Reaction Database (ORD), a public repository of structured organic reaction records. describe an organic reaction: reactants, conditions, products, and yield The reactants are C(C1=CC=CC=C1)OC1=C(C=C(C=C1)F)C1C(C(C1)=O)(Cl)Cl (3-[2-(benzyloxy)-5-fluorophenyl]-2,2-dichlorocyclobutanone). Reagents/catalysts: [Zn] (zinc). Run in C(C)(=O)O (acetic acid). Run at time 2 hour. Product: C(C1=CC=CC=C1)OC1=C(C=C(C=C1)F)C1CC(C1)=O (3-[2-(benzyloxy)-5-fluorophenyl]cyclobutanone). Reaction SMILES: [CH2:1]([O:8][C:9]1[CH:14]=[CH:13][C:12]([F:15])=[CH:11][C:10]=1[CH:16]1[CH2:19][C:18](=[O:20])[C:17]1(Cl)Cl)[C:2]1[CH:7]=[CH:6][CH:5]=[CH:4][CH:3]=1>C(O)(=O)C.[Zn]>[CH2:1]([O:8][C:9]1[CH:14]=[CH:13][C:12]([F:15])=[CH:11][C:10]=1[CH:16]1[CH2:19][C:18](=[O:20])[CH2:17]1)[C:2]1[CH:3]=[CH:4][CH:5]=[CH:6][CH:7]=1. Reported procedure: A mixture of 3-[2-(benzyloxy)-5-fluorophenyl]-2,2-dichlorocyclobutanone (C18) (1.4 g, 4.14 mmol) and zinc dust (1.08 g, 16.5 mmol) in acetic acid (25 mL) was stirred at room temperature for 2 hours and then at 100° C. for 1.25 hours. The mixture was filtered through Celite, and the filtrate was washed with water (50 mL) and saturated aqueous sodium chloride solution (50 mL), dried over magnesium sulfate and concentrated in vacuo. Purification via silica gel chromatography (Gradient: 0% to 30% et... The reactants are CC(C)(C)NS(=O)(=O)c1ncc(Br)s1, C1COCCO1, [Cl-], Clc1nc(NCc2ccccn2)c2c(-c3ccccc3)cccc2n1, [Li+]. Yields the product CC(C)(C)NS(=O)(=O)c1ncc(-c2nc(NCc3ccccn3)c3c(-c4ccccc4)cccc3n2)s1. Reaction SMILES: [Br:1][c:2]1[cH:3][n:4][c:5]([S:7](=[O:8])(=[O:9])[NH:10][C:11]([CH3:12])([CH3:13])[CH3:14])[s:6]1.[CH2:42]1[O:43][CH2:44][CH2:45][O:46][CH2:47]1.[Cl-:16].[Cl:17][c:18]1[n:19][c:20]2[cH:21][cH:22][cH:23][c:24](-[c:36]3[cH:37][cH:38][cH:39][cH:40][cH:41]3)[c:25]2[c:26]([NH:28][CH2:29][c:30]2[n:31][cH:32][cH:33][cH:34][cH:35]2)[n:27]1.[Li+:15]>>[c:2]1(-[c:18]2[n:19][c:20]3[cH:21][cH:22][cH:23][c:24](-[c:36]4[cH:37][cH:38][cH:39][cH:40][cH:41]4)[c:25]3[c:26]([NH:28][CH2:29][c:30]3[n:31][cH:32][cH:33][cH:34][cH:35]3)[n:27]2)[cH:3][n:4][c:5]([S:7](=[O:8])(=[O:9])[NH:10][C:11]([CH3:12])([CH3:13])[CH3:14])[s:6]1.